Dataset: the Open Reaction Database (ORD), a public repository of structured organic reaction records. Task: describe an organic reaction: reactants, conditions, products, and yield Yields the product COC1CCC(N)(c2ccccc2F)C(CO)C1. Starting materials: CC(=O)O, COC1CCC2(c3ccccc3F)NOCC2C1, [Zn]. Reaction SMILES: [CH3:19][C:20](=[O:21])[OH:22].[F:1][c:2]1[c:3]([C:8]23[NH:9][O:10][CH2:11][CH:12]2[CH2:13][CH:14]([O:17][CH3:18])[CH2:15][CH2:16]3)[cH:4][cH:5][cH:6][cH:7]1.[Zn:23]>>[F:1][c:2]1[c:3]([C:8]2([NH2:9])[CH:12]([CH2:11][OH:10])[CH2:13][CH:14]([O:17][CH3:18])[CH2:15][CH2:16]2)[cH:4][cH:5][cH:6][cH:7]1. The reactants are COC(=O)c1ccc(Nc2ncc3c(n2)N(C2CCCC2)CCCN3C)c(OC)c1, CO, ClCCl, Cl, O. The product is COc1cc(C(=O)O)ccc1Nc1ncc2c(n1)N(C1CCCC1)CCCN2C. RXN SMILES: [CH3:1][O:2][C:3]([c:4]1[cH:5][c:6]([O:28][CH3:29])[c:7]([NH:10][c:11]2[n:12][cH:13][c:14]3[c:15]([n:27]2)[N:16]([CH:22]2[CH2:23][CH2:24][CH2:25][CH2:26]2)[CH2:17][CH2:18][CH2:19][N:20]3[CH3:21])[cH:8][cH:9]1)=[O:30].[CH3:33][OH:34].[Cl:35][CH2:36][Cl:37].[ClH:31].[OH2:32]>>[O:2]=[C:3]([c:4]1[cH:5][c:6]([O:28][CH3:29])[c:7]([NH:10][c:11]2[n:12][cH:13][c:14]3[c:15]([n:27]2)[N:16]([CH:22]2[CH2:23][CH2:24][CH2:25][CH2:26]2)[CH2:17][CH2:18][CH2:19][N:20]3[CH3:21])[cH:8][cH:9]1)[OH:30]. Reactants: C(C1=CC=CC=C1)(=O)N[C@@H]1[C@@H](CN(CC1)C)C1=CC(=C(C=C1)OC)OC (cis-4-benzoylamino-3-(3,4-dimethoxyphenyl)-1-methylpiperidine). Solvent: P(=O)(Cl)(Cl)Cl (phosphorus oxychloride). Yields the product COC=1C(=CC2=C(C(=N[C@H]3CCN(C[C@@H]23)C)C2=CC=CC=C2)C1)OC (cis-1,2,3,4,4a,10b-Hexahydro-8,9-dimethoxy-2-methyl-6-phenyl-benzo[c][1,6]naphthyridine). As a reaction SMILES: [C:1]([NH:9][C@H:10]1[CH2:15][CH2:14][N:13]([CH3:16])[CH2:12][C@H:11]1[C:17]1[CH:22]=[CH:21][C:20]([O:23][CH3:24])=[C:19]([O:25][CH3:26])[CH:18]=1)(=O)[C:2]1[CH:7]=[CH:6][CH:5]=[CH:4][CH:3]=1>P(Cl)(Cl)(Cl)=O>[CH3:24][O:23][C:20]1[C:19]([O:25][CH3:26])=[CH:18][C:17]2[C@H:11]3[C@H:10]([CH2:15][CH2:14][N:13]([CH3:16])[CH2:12]3)[N:9]=[C:1]([C:2]3[CH:7]=[CH:6][CH:5]=[CH:4][CH:3]=3)[C:22]=2[CH:21]=1. Procedure: 18 g of cis-4-benzoylamino-3-(3,4-dimethoxyphenyl)-1-methylpiperidine are boiled under reflux in 100 cc of phosphorus oxychloride for 11/2 hours. The reaction mixture is subsequently evaporated to dryness in a vacuum and the resulting oily residue is shaken with methylene chloride and a 2 N caustic soda solution. The organic phase is dried over sodium sulphate and concentrated by evaporation. Crystallization from ethyl acetate yields the title compound as almost colourless crystals having a M.P.... Starting materials: Cc1nc(Cl)c(Br)cc1[N+](=O)[O-], CN([SiH](C)C)[Si](C)(C)C, Oc1ccc(Cl)c(C(F)(F)F)c1, [H-], [Na+], C1COCCO1. The product is Cc1nc(Oc2ccc(Cl)c(C(F)(F)F)c2)c(Br)cc1[N+](=O)[O-]. Reaction SMILES: [Br:15][c:16]1[c:17]([Cl:26])[n:18][c:19]([CH3:25])[c:20]([N+:22](=[O:23])[O-:24])[cH:21]1.[CH3:27][SiH:28]([CH3:29])[N:30]([CH3:31])[Si:32]([CH3:33])([CH3:34])[CH3:35].[Cl:1][c:2]1[c:3]([C:9]([F:10])([F:11])[F:12])[cH:4][c:5]([OH:8])[cH:6][cH:7]1.[H-:13].[Na+:14].[O:36]1[CH2:37][CH2:38][O:39][CH2:40][CH2:41]1>>[Cl:1][c:2]1[c:3]([C:9]([F:10])([F:11])[F:12])[cH:4][c:5]([O:8][c:17]2[c:16]([Br:15])[cH:21][c:20]([N+:22](=[O:23])[O-:24])[c:19]([CH3:25])[n:18]2)[cH:6][cH:7]1. Starting materials: Fc1cc(Br)cnc1Br, CCCCCC1CCC(c2ccc(B(O)O)cc2)CC1. The product is CCCCCC1CCC(c2ccc(-c3ncc(Br)cc3F)cc2)CC1. As a reaction SMILES: [Br:21][c:22]1[n:23][cH:24][c:25]([Br:29])[cH:26][c:27]1[F:28].[CH2:1]([CH2:2][CH2:3][CH2:4][CH3:5])[CH:6]1[CH2:7][CH2:8][CH:9]([c:12]2[cH:13][cH:14][c:15]([B:18]([OH:19])[OH:20])[cH:16][cH:17]2)[CH2:10][CH2:11]1>>[CH2:1]([CH2:2][CH2:3][CH2:4][CH3:5])[CH:6]1[CH2:7][CH2:8][CH:9]([c:12]2[cH:13][cH:14][c:15](-[c:22]3[n:23][cH:24][c:25]([Br:29])[cH:26][c:27]3[F:28])[cH:16][cH:17]2)[CH2:10][CH2:11]1. Starting materials: CC#CCO, [Cl-], Clc1cc(Cc2ccccc2Cl)ncn1, [H-], [NH4+], [Na+], C1CCOC1. The product is CC#CCOc1cc(Cc2ccccc2Cl)ncn1. Reaction SMILES: [CH2:3]([C:4]#[C:5][CH3:6])[OH:7].[Cl-:23].[Cl:8][c:9]1[n:10][cH:11][n:12][c:13]([CH2:15][c:16]2[c:17]([Cl:22])[cH:18][cH:19][cH:20][cH:21]2)[cH:14]1.[H-:1].[NH4+:24].[Na+:2].[O:25]1[CH2:26][CH2:27][CH2:28][CH2:29]1>>[CH2:3]([C:4]#[C:5][CH3:6])[O:7][c:9]1[n:10][cH:11][n:12][c:13]([CH2:15][c:16]2[c:17]([Cl:22])[cH:18][cH:19][cH:20][cH:21]2)[cH:14]1. Starting materials: CC=1C(=NC=C(C1)C)CN(CCC=1N=CN(C1)S(=O)(=O)C1=CC=C(C=C1)C)CC1=NC=CC=C1C(C)(C)C1=CC=C(C=C1)F ((3,5-dimethyl-pyridin-2-ylmethyl)-{3-[1-(4-fluoro-phenyl)-1-methyl-ethyl]-pyridin-2-ylmethyl}-{2-[1-{toluene-4-sulfonyl)-1H-imidazol-4-yl]-ethyl}-amine), C=1C=CC2=C(C1)N=NN2O (HOBT). Solvent: CO (MeOH). Reaction conditions: time 8 hour. The product is CC=1C(=NC=C(C1)C)CN(CCC=1N=CNC1)CC1=NC=CC=C1C(C)(C)C1=CC=C(C=C1)F ((3,5-dimethyl-pyridin-2-ylmethyl)-{3-[1-(4-fluoro-phenyl)-1-methyl-ethyl]-pyridin-2-ylmethyl}-[2-(1H-imidazol-4-yl)-ethyl]-amine). As a reaction SMILES: [CH3:1][C:2]1[C:3]([CH2:9][N:10]([CH2:28][C:29]2[C:34]([C:35]([C:38]3[CH:43]=[CH:42][C:41]([F:44])=[CH:40][CH:39]=3)([CH3:37])[CH3:36])=[CH:33][CH:32]=[CH:31][N:30]=2)[CH2:11][CH2:12][C:13]2[N:14]=[CH:15][N:16](S(C3C=CC(C)=CC=3)(=O)=O)[CH:17]=2)=[N:4][CH:5]=[C:6]([CH3:8])[CH:7]=1.C1C=CC2N(O)N=NC=2C=1>CO>[CH3:1][C:2]1[C:3]([CH2:9][N:10]([CH2:28][C:29]2[C:34]([C:35]([C:38]3[CH:43]=[CH:42][C:41]([F:44])=[CH:40][CH:39]=3)([CH3:37])[CH3:36])=[CH:33][CH:32]=[CH:31][N:30]=2)[CH2:11][CH2:12][C:13]2[N:14]=[CH:15][NH:16][CH:17]=2)=[N:4][CH:5]=[C:6]([CH3:8])[CH:7]=1. Procedure details: To a solution of (3,5-dimethyl-pyridin-2-ylmethyl)-{3-[1-(4-fluoro-phenyl)-1-methyl-ethyl]-pyridin-2-ylmethyl}-{2-[1-{toluene-4-sulfonyl)-1H-imidazol-4-yl]-ethyl}-amine (87.3 mg, 0.143 mmol) in anhydrous MeOH (1.5 mL) was added HOBT (77.1 mg, 0.57 mmol). After stirring overnight the reaction mixture was concentrated. Purification by radial chromatography on silica gel using 5% MeOH/CH2Cl2 afforded COMPOUND 175 (36 mg, 55%) as a clear oil. 1H NMR (CDCl3) δ 1.65 (s, 6H), 1.97 (s, 3H), 2.20 (s, 3H)... Reactants: NC1=NC(=NS1)C(C(=O)NC1[C@@H]2N(C(=C(CS2)S\C=C/C=2C=NC=CC2)C(=O)OC(C2=CC=CC=C2)C2=CC=CC=C2)C1=O)=NOCC(=O)O (benzhydryl 7-[2-(5-amino-1,2,4-thiadiazol-3-yl)-2-carboxymethoxyiminoacetamido]-3-[(Z)-2-(3-pyridyl)vinylthio]-3-cephem-4-carboxylate), C(C)(C)OC(C)C (diisopropyl ether), FC(C(=O)O)(F)F (trifluoroacetic acid). The solvent is C(Cl)Cl (methylene chloride), C1(=CC=CC=C1)OC (anisole). Reaction conditions: time 45 minute. The product is NC1=NC(=NS1)C(C(=O)NC1[C@@H]2N(C(=C(CS2)S\C=C/C=2C=NC=CC2)C(=O)O)C1=O)=NOCC(=O)O (7-[2-(5-amino-1,2,4-thiadiazol-3-yl)-2-carboxymethoxyiminoacetamido]-3-[(Z)-2-(3-pyridyl)vinylthio]-3-cephem-4-carboxylic acid). The yield is 22.3%. As a reaction SMILES: [NH2:1][C:2]1[S:6][N:5]=[C:4]([C:7](=[N:45][O:46][CH2:47][C:48]([OH:50])=[O:49])[C:8]([NH:10][CH:11]2[C:43](=[O:44])[N:13]3[C:14]([C:27]([O:29]C(C4C=CC=CC=4)C4C=CC=CC=4)=[O:28])=[C:15]([S:18]/[CH:19]=[CH:20]\[C:21]4[CH:22]=[N:23][CH:24]=[CH:25][CH:26]=4)[CH2:16][S:17][C@H:12]23)=[O:9])[N:3]=1.FC(F)(F)C(O)=O.C(OC(C)C)(C)C>C(Cl)Cl.C1(OC)C=CC=CC=1>[NH2:1][C:2]1[S:6][N:5]=[C:4]([C:7](=[N:45][O:46][CH2:47][C:48]([OH:50])=[O:49])[C:8]([NH:10][CH:11]2[C:43](=[O:44])[N:13]3[C:14]([C:27]([OH:29])=[O:28])=[C:15]([S:18]/[CH:19]=[CH:20]\[C:21]4[CH:22]=[N:23][CH:24]=[CH:25][CH:26]=4)[CH2:16][S:17][C@H:12]23)=[O:9])[N:3]=1. Procedure details: To a solution of benzhydryl 7-[2-(5-amino-1,2,4-thiadiazol-3-yl)-2-carboxymethoxyiminoacetamido]-3-[(Z)-2-(3-pyridyl)vinylthio]-3-cephem-4-carboxylate (syn isomer) (1.28 g) in a mixture of methylene chloride (3.8 ml) and anisole (1.28 ml) was added trifluoroacetic acid (2.6 ml) under ice-cooling. The mixture was stirred for 45 minutes at the same temperature The mixture was poured into diisopropyl ether (200 ml) to give a precipitate. The precipitate was collected, washed with diisopropyl ether ... The solvent is CS(=O)C (DMSO). RXN SMILES: [NH2:1][C:2]1[CH:10]=[C:9]2[C:5]([C:6]([CH3:15])([CH3:14])[CH2:7][N:8]2[C:11](=[O:13])[CH3:12])=[CH:4][CH:3]=1.[C:16]12[C:22](=[CH:23][CH:24]=[CH:25][CH:26]=1)[NH:21]C(=O)O[C:17]2=[O:18].C([O-])(O)=O.[Na+]>CS(C)=O>[C:11]([N:8]1[C:9]2[C:5](=[CH:4][CH:3]=[C:2]([NH:1][C:17](=[O:18])[C:16]3[CH:26]=[CH:25][CH:24]=[CH:23][C:22]=3[NH2:21])[CH:10]=2)[C:6]([CH3:15])([CH3:14])[CH2:7]1)(=[O:13])[CH3:12] |f:2.3|. Procedure details: A mixture of 1-(6-amino-3,3-dimethyl-2,3-dihydro-indol-1-yl)-ethanone (1.02 g, 5 mmol) and isatoic anhydride (0.85 g, 5.2 mmol) in DMSO (5 mL) was heated to 150° C. for 6 h. After cooling to RT, the mixture was suspended in a NaHCO3 solution (40 mL) and extracted with CH2Cl2 (20 mL×3). The organic solution was combined and concentrated in vacuo. The residue was purified via flash chromatography on silica gel (EtOAc:hexanes 9:2) to give the desired compound as an off-white solid. Run at temperature 150 celsius. The product is C(C)(=O)N1CC(C2=CC=C(C=C12)NC(C1=C(C=CC=C1)N)=O)(C)C (N-(1-acetyl-3,3-dimethyl-2,3-dihydro-1H-indol-6-yl)-2-amino-benzamide). Reactants: NC1=CC=C2C(CN(C2=C1)C(C)=O)(C)C (1-(6-amino-3,3-dimethyl-2,3-dihydro-indol-1-yl)-ethanone), C1=2C(=O)OC(NC1=CC=CC2)=O (isatoic anhydride), C(=O)(O)[O-].[Na+] (NaHCO3). The reactants are C(CC(O)(C(=O)O)CC(=O)O)(=O)O (citric acid), ClC1=NC=C(C=C1[N+](=O)[O-])C(F)(F)F (2-chloro-3-nitro-5-trifluoromethylpyridine), FC(CN)(F)F (2,2,2-trifluoroethylamine), C(C)(C)N(C(C)C)CC (N,N-diisopropylethylamine). The solvent is CN1C(CCC1)=O (N-methyl-2-pyrrolidone). Conditions: time 10 hour. The product is [N+](=O)([O-])C=1C(=NC=C(C1)C(F)(F)F)NCC(F)(F)F ((3-nitro-5-trifluoromethylpyridin-2-yl)-(2,2,2-trifluoroethyl)amine). Isolated yield 79.4%. Reaction SMILES: Cl[C:2]1[C:7]([N+:8]([O-:10])=[O:9])=[CH:6][C:5]([C:11]([F:14])([F:13])[F:12])=[CH:4][N:3]=1.[F:15][C:16]([F:20])([F:19])[CH2:17][NH2:18].C(N(CC)C(C)C)(C)C.C(O)(=O)CC(CC(O)=O)(C(O)=O)O>CN1CCCC1=O>[N+:8]([C:7]1[C:2]([NH:18][CH2:17][C:16]([F:20])([F:19])[F:15])=[N:3][CH:4]=[C:5]([C:11]([F:14])([F:13])[F:12])[CH:6]=1)([O-:10])=[O:9]. Procedure details: A mixture of 2-chloro-3-nitro-5-trifluoromethylpyridine (2.60 g), 2,2,2-trifluoroethylamine (0.79 g), N,N-diisopropylethylamine (1.04 g) and N-methyl-2-pyrrolidone (5 ml) was stirred at room temperature for 10 hours. To the reaction mixture was poured aqueous 10% citric acid solution, and then the mixture was extracted with ethyl acetate. The organic layer was washed with water, dried over sodium sulfate, and concentrated under reduced pressure to give (3-nitro-5-trifluoromethylpyridin-2-yl)-(2,...